Dataset: the Open Reaction Database (ORD), a public repository of structured organic reaction records. Task: describe an organic reaction: reactants, conditions, products, and yield Starting materials: C1N(CC2C1CNC2)C2=NC1=CC=CC=C1N=C2 (2-(Hexahydro-pyrrolo[3,4-c]pyrrol-2-yl)-quinoxaline), FC1=CC=C(C=C1)C=1C(=CC=CC1)C(=O)O (4′-fluoro-biphenyl-2-carboxylic acid). The product is FC1=CC=C(C=C1)C1=C(C=CC=C1)C(=O)N1CC2C(C1)CN(C2)C2=NC1=CC=CC=C1N=C2 (2-{5-[(4′-Fluorobiphenyl-2-yl)carbonyl]hexahydropyrrolo[3,4-c]pyrrol-2(1H)-yl}quinoxaline). RXN SMILES: [CH2:1]1[CH:5]2[CH2:6][NH:7][CH2:8][CH:4]2[CH2:3][N:2]1[C:9]1[CH:18]=[N:17][C:16]2[C:11](=[CH:12][CH:13]=[CH:14][CH:15]=2)[N:10]=1.[F:19][C:20]1[CH:25]=[CH:24][C:23]([C:26]2[C:27]([C:32](O)=[O:33])=[CH:28][CH:29]=[CH:30][CH:31]=2)=[CH:22][CH:21]=1>>[F:19][C:20]1[CH:21]=[CH:22][C:23]([C:26]2[CH:31]=[CH:30][CH:29]=[CH:28][C:27]=2[C:32]([N:7]2[CH2:6][CH:5]3[CH2:1][N:2]([C:9]4[CH:18]=[N:17][C:16]5[C:11](=[CH:12][CH:13]=[CH:14][CH:15]=5)[N:10]=4)[CH2:3][CH:4]3[CH2:8]2)=[O:33])=[CH:24][CH:25]=1. Procedure details: The title compound was prepared in a manner analogous to Example 15 utilizing Intermediate 35 and 4′-fluoro-biphenyl-2-carboxylic acid. MS (ESI) mass calcd. for C27H23FN4O, 438.51; m/z found, 439.2 [M+H]+. Starting materials: C(CCCCCCCCC)C(C(=O)OCC)C(=O)[O-] (ethyl α-decylmalonate), NCCNCCN (diethylene triamine). Run in C(C)O (ethanol). Product: C(CCCCCCCCC)C1C(NCCNCCNC1=O)=O (3-decyl-1,5,8-triazacyclodecane-2,4-dione). Yield: 62.1%. Reaction SMILES: [CH2:1]([CH:11]([C:17]([O-:19])=O)[C:12]([O:14]CC)=O)[CH2:2][CH2:3][CH2:4][CH2:5][CH2:6][CH2:7][CH2:8][CH2:9][CH3:10].[NH2:20][CH2:21][CH2:22][NH:23][CH2:24][CH2:25][NH2:26]>C(O)C>[CH2:1]([CH:11]1[C:12](=[O:14])[NH:26][CH2:25][CH2:24][NH:23][CH2:22][CH2:21][NH:20][C:17]1=[O:19])[CH2:2][CH2:3][CH2:4][CH2:5][CH2:6][CH2:7][CH2:8][CH2:9][CH3:10]. Reported procedure: A one litter round bottomed flask was charged with 0.076 mol (22.80 g) of ethyl α-decylmalonate (from above), 0.076 mol (7.74 g) diethylene triamine and 500 ml absolute ethanol. The mixture was refluxed for 42 days. During this period two ml aliquotes of solution were removed by hyperdermic syringe on days 7,15,22, and 37 for NMR analysis to determine the completeness of the reaction. After termination of the reflux, the ethanol was removed under reduced pressure and the product recrystallized f... Reactants: [N+](=O)([O-])C=1C=C2C=CNC2=CC1 (5-nitro-1H-indole), hydrate, Cl.N1CCC(CC1)=O (4-piperidone hydrochloride), [OH-].[K+] (potassium hydroxide). Product: [N+](=O)([O-])C=1C=C2C(=CNC2=CC1)C=1CCNCC1 (5-nitro-3-(1,2,3,6-tetrahydropyridin-4-yl)-1H-indole). As a reaction SMILES: [N+:1]([C:4]1[CH:5]=[C:6]2[C:10](=[CH:11][CH:12]=1)[NH:9][CH:8]=[CH:7]2)([O-:3])=[O:2].Cl.[NH:14]1[CH2:19][CH2:18][C:17](=O)[CH2:16][CH2:15]1.[OH-].[K+]>>[N+:1]([C:4]1[CH:5]=[C:6]2[C:10](=[CH:11][CH:12]=1)[NH:9][CH:8]=[C:7]2[C:17]1[CH2:18][CH2:19][NH:14][CH2:15][CH:16]=1)([O-:3])=[O:2] |f:1.2,3.4|. Procedure: Using the procedure of Example 1, a mixture of 0.8 g of 5-nitro-1H-indole, 1.53 g of the hydrate of 4-piperidone hydrochloride and 16 ml of 2 N methanolic potassium hydroxide was reacted to obtain 0.86 g of raw product which was crystallized from isopropanol to obtain 0.74 g of 5-nitro-3-(1,2,3,6-tetrahydropyridin-4-yl)-1H-indole melting at 250° C. Reactants: BrC=1N=C(SC1C=1N(C=CN1)COCC[Si](C)(C)C)C1=CC(=NC=C1)NC(C)=O (N-(4-(4-bromo-5-(1-((2-(trimethylsilyl)ethoxy)methyl)-1H-imidazol-2-yl)thiazol-2-yl)pyridin-2-yl)acetamide), CN1N=C(C(=C1)B1OC(C)(C)C(C)(C)O1)C(F)(F)F (1-methyl-3-trifluoromethyl-1H-pyrazole-4-boronic acid pinacol ester), C([O-])([O-])=O.[Na+].[Na+] (sodium carbonate), O (Water). The reagents and catalysts are C1=CC=C(C=C1)P([C-]2C=CC=C2)C3=CC=CC=C3.C1=CC=C(C=C1)P([C-]2C=CC=C2)C3=CC=CC=C3.Cl[Pd]Cl.[Fe+2] ([1,1′-bis(diphenylphosphino)ferrocene]palladium(II)dichloride). Run in COCCOC (DME). Product: CN1N=C(C(=C1)C=1N=C(SC1C=1N(C=CN1)COCC[Si](C)(C)C)C1=CC(=NC=C1)NC(C)=O)C(F)(F)F (N-(4-(4-(1-methyl-3-(trifluoromethyl)-1H-pyrazol-4-yl)-5-(1-((2-(trimethylsilyl)ethoxy)methyl)-1H-imidazol-2-yl)thiazol-2-yl)pyridin-2-yl)acetamide). RXN SMILES: Br[C:2]1[N:3]=[C:4]([C:20]2[CH:25]=[CH:24][N:23]=[C:22]([NH:26][C:27](=[O:29])[CH3:28])[CH:21]=2)[S:5][C:6]=1[C:7]1[N:8]([CH2:12][O:13][CH2:14][CH2:15][Si:16]([CH3:19])([CH3:18])[CH3:17])[CH:9]=[CH:10][N:11]=1.[CH3:30][N:31]1[CH:35]=[C:34](B2OC(C)(C)C(C)(C)O2)[C:33]([C:45]([F:48])([F:47])[F:46])=[N:32]1.C(=O)([O-])[O-].[Na+].[Na+].O>COCCOC.C1C=CC(P(C2C=CC=CC=2)[C-]2C=CC=C2)=CC=1.C1C=CC(P(C2C=CC=CC=2)[C-]2C=CC=C2)=CC=1.Cl[Pd]Cl.[Fe+2]>[CH3:30][N:31]1[CH:35]=[C:34]([C:2]2[N:3]=[C:4]([C:20]3[CH:25]=[CH:24][N:23]=[C:22]([NH:26][C:27](=[O:29])[CH3:28])[CH:21]=3)[S:5][C:6]=2[C:7]2[N:8]([CH2:12][O:13][CH2:14][CH2:15][Si:16]([CH3:19])([CH3:18])[CH3:17])[CH:9]=[CH:10][N:11]=2)[C:33]([C:45]([F:48])([F:47])[F:46])=[N:32]1 |f:2.3.4,7.8.9.10|. Procedure details: N-(4-(4-bromo-5-(1-((2-(trimethylsilyl)ethoxy)methyl)-1H-imidazol-2-yl)thiazol-2-yl)pyridin-2-yl)acetamide (70.0 mg, 0.120 mmol), 1-methyl-3-trifluoromethyl-1H-pyrazole-4-boronic acid pinacol ester (0.0708 g, 0.241 mmol), [1,1′-bis(diphenylphosphino)ferrocene]palladium(II)dichloride (4.95 mg, 0.00602 mmol) and sodium carbonate (38.3 mg, 0.361 mmol) in DME (1.2 mL) was degassed with argon. Water (0.5 mL) was added to the above mixture. The mixture was irradiated in microwave at 125° C. for 30 min... The product is COCCCOC(c1ccccc1)C1CCCN(c2c(NC(CC3CCCCC3)C(O)CN)c(=O)c2=O)C1, Cl. As a reaction SMILES: [CH:1]1([CH2:7][CH:8]([CH:9]([CH2:10][NH:11][C:12](=[O:13])[O:14][C:15]([CH3:16])([CH3:17])[CH3:18])[OH:19])[NH:20][c:21]2[c:22]([N:27]3[CH2:28][CH:29]([CH:33]([c:34]4[cH:35][cH:36][cH:37][cH:38][cH:39]4)[O:40][CH2:41][CH2:42][CH2:43][O:44][CH3:45])[CH2:30][CH2:31][CH2:32]3)[c:23](=[O:26])[c:24]2=[O:25])[CH2:2][CH2:3][CH2:4][CH2:5][CH2:6]1.[ClH:46].[O:47]1[CH2:48][CH2:49][O:50][CH2:51][CH2:52]1>>[CH:1]1([CH2:7][CH:8]([CH:9]([CH2:10][NH2:11])[OH:19])[NH:20][c:21]2[c:22]([N:27]3[CH2:28][CH:29]([CH:33]([c:34]4[cH:35][cH:36][cH:37][cH:38][cH:39]4)[O:40][CH2:41][CH2:42][CH2:43][O:44][CH3:45])[CH2:30][CH2:31][CH2:32]3)[c:23](=[O:26])[c:24]2=[O:25])[CH2:2][CH2:3][CH2:4][CH2:5][CH2:6]1.[ClH:46]. The reactants are COCCCOC(c1ccccc1)C1CCCN(c2c(NC(CC3CCCCC3)C(O)CNC(=O)OC(C)(C)C)c(=O)c2=O)C1, Cl, C1COCCO1.